This data is from the Open Reaction Database (ORD), a public repository of structured organic reaction records. The task is: describe an organic reaction: reactants, conditions, products, and yield Starting materials: C=CCCCCCCCCN1CCCCC(NC(=O)C(OC)C2OC(C)(C)OC(C=CC(C)(C)C)C2O)C1=O, C1CCOC1, Cl, [Na+], [OH-]. Product: C=CCCCCCCCCN1CCCCC(NC(=O)C(OC)C(O)C(O)C(O)C=CC(C)(C)C)C1=O. Reaction SMILES: [CH2:1]([CH2:2][CH2:3][CH2:4][CH2:5][CH2:6][CH2:7][CH2:8][CH:9]=[CH2:10])[N:11]1[C:12](=[O:39])[CH:13]([NH:18][C:19]([CH:20]([O:21][CH3:22])[CH:23]2[O:24][C:25]([CH3:36])([CH3:37])[O:26][CH:27]([CH:30]=[CH:31][C:32]([CH3:33])([CH3:34])[CH3:35])[CH:28]2[OH:29])=[O:38])[CH2:14][CH2:15][CH2:16][CH2:17]1.[CH2:43]1[O:44][CH2:45][CH2:46][CH2:47]1.[ClH:40].[Na+:42].[OH-:41]>>[CH2:1]([CH2:2][CH2:3][CH2:4][CH2:5][CH2:6][CH2:7][CH2:8][CH:9]=[CH2:10])[N:11]1[C:12](=[O:39])[CH:13]([NH:18][C:19]([CH:20]([O:21][CH3:22])[CH:23]([OH:24])[CH:28]([CH:27]([OH:26])[CH:30]=[CH:31][C:32]([CH3:33])([CH3:34])[CH3:35])[OH:29])=[O:38])[CH2:14][CH2:15][CH2:16][CH2:17]1. Starting materials: CCOCC, ClCCl, CC(C)(C)OC(=O)N1CCC(=O)C(F)C1, CCOC(=O)C=[N+]=[N-], O=C1CCCCN1, O. Product: CCOC(=O)C1CCN(C(=O)OC(C)(C)C)CC(F)C1=O. RXN SMILES: [CH3:35][CH2:36][O:37][CH2:38][CH3:39].[Cl:16][CH2:17][Cl:18].[F:1][CH:2]1[CH2:3][N:4]([C:9](=[O:10])[O:11][C:12]([CH3:13])([CH3:14])[CH3:15])[CH2:5][CH2:6][C:7]1=[O:8].[N+:19](=[N-:20])=[CH:21][C:22](=[O:23])[O:24][CH2:25][CH3:26].[O:27]=[C:28]1[CH2:29][CH2:30][CH2:31][CH2:32][NH:33]1.[OH2:34]>>[F:1][CH:2]1[CH2:3][N:4]([C:9](=[O:10])[O:11][C:12]([CH3:13])([CH3:14])[CH3:15])[CH2:5][CH2:6][CH:21]([C:22](=[O:23])[O:24][CH2:25][CH3:26])[C:7]1=[O:8]. Starting materials: C(C1=CC=CC=C1)N1N=C(C(=C1)CC(=O)OCC)OCC (ethyl 1-benzyl-3-ethoxy-1H-pyrazol-4-ylacetate), C(=O)O (formic acid). The reagents and catalysts are [C].[Pd] (palladium-carbon). Run in C(C)O (ethanol). Yields the product C(C)OC1=NNC=C1CC(=O)OCC (ethyl 3-ethoxy-1H-pyrazol-4-ylacetate). The yield is 54.1%. As a reaction SMILES: C([N:8]1[CH:12]=[C:11]([CH2:13][C:14]([O:16][CH2:17][CH3:18])=[O:15])[C:10]([O:19][CH2:20][CH3:21])=[N:9]1)C1C=CC=CC=1.C(O)=O>[C].[Pd].C(O)C>[CH2:20]([O:19][C:10]1[C:11]([CH2:13][C:14]([O:16][CH2:17][CH3:18])=[O:15])=[CH:12][NH:8][N:9]=1)[CH3:21] |f:2.3|. Procedure details: A mixture of ethyl 1-benzyl-3-ethoxy-1H-pyrazol-4-ylacetate (7.50 g), 5% palladium-carbon (15.0 g), formic acid (50 ml) and ethanol (100 ml) was refluxed for 1 hour. After cooling, the palladium-carbon was removed by filtration, and the filtrate was concentrated. The residue was dissolved in ethyl acetate, which was washed with saturated aqueous sodium bicarbonate solution, and with a saturated aqueous sodium chloride solution, dried (MgSO4) and concentrated. The residue was subjected to silica ... Procedure: A solution of 1,4-diacetoxy-2-butene (170 g.) and hydridocarbonyltris(triphenylphosphine) rhodium (I) (0.5 g.) in benzene (340 g.) was heated in a bomb at 75° C. under 2000 psig of a synthesis gas (50% by volume H2 and 50% by volume CO gas). After a few hours, the bomb was cooled and vented and the benzene was removed from the reaction product by distillation. The resulting crude 1,4-diacetoxy-2-formylbutane was then heated to 120°-130° C. in a distillation apparatus under a vacuum of 5 mm Hg. a... The yield is 90.3%. Reactants: C(C)(=O)O (acetic acid), C(C)(=O)OCC(CCOC(C)=O)C=O (1,4-diacetoxy-2-formyl butane), C(C)(=O)OCC=CCOC(C)=O (1,4-diacetoxy-2-butene), hydridocarbonyltris(triphenylphosphine) rhodium (I). Reaction SMILES: C(OCC=CCOC(=O)C)(=O)C.C(O)(=O)C.C([O:20][CH2:21][CH:22]([CH:29]=O)[CH2:23][CH2:24][O:25][C:26](=[O:28])[CH3:27])(=O)C>C1C=CC=CC=1>[CH:21]([C:22]([CH2:23][CH2:24][O:25][C:26](=[O:28])[CH3:27])=[CH2:29])=[O:20]. Solvent: C1=CC=CC=C1 (benzene). Product: C(=O)C(=C)CCOC(C)=O (2-formyl-4-acetoxybutene). As a reaction SMILES: [CH3:1][O:2][C:3]([C:4]([CH3:5])([CH3:6])[c:7]1[cH:8][cH:9][c:10]([C:13]#[C:14][c:15]2[cH:16][c:17]3[c:22]([c:23]([CH2:25][CH3:26])[cH:24]2)[CH:21]([N:27]([CH3:28])[CH:29]2[CH2:30][CH2:31]2)[CH2:20][CH2:19][C:18]3([CH3:32])[CH3:33])[cH:11][cH:12]1)=[O:34].[CH3:39][OH:40].[Cl-:37].[K+:36].[NH4+:38].[O:41]1[CH2:42][CH2:43][CH2:44][CH2:45]1.[OH-:35]>>[O:2]=[C:3]([C:4]([CH3:5])([CH3:6])[c:7]1[cH:8][cH:9][c:10]([C:13]#[C:14][c:15]2[cH:16][c:17]3[c:22]([c:23]([CH2:25][CH3:26])[cH:24]2)[CH:21]([N:27]([CH3:28])[CH:29]2[CH2:30][CH2:31]2)[CH2:20][CH2:19][C:18]3([CH3:32])[CH3:33])[cH:11][cH:12]1)[OH:34]. Yields the product CCc1cc(C#Cc2ccc(C(C)(C)C(=O)O)cc2)cc2c1C(N(C)C1CC1)CCC2(C)C. Reactants: CCc1cc(C#Cc2ccc(C(C)(C)C(=O)OC)cc2)cc2c1C(N(C)C1CC1)CCC2(C)C, CO, [Cl-], [K+], [NH4+], C1CCOC1, [OH-].